This data is from the Open Reaction Database (ORD), a public repository of structured organic reaction records. The task is: describe an organic reaction: reactants, conditions, products, and yield Reactants: C1CCOC1, COC(=O)c1cc(OCc2ccccc2)cc(OC(C)CO[Si](C)(C)C(C)(C)C)c1, [Li+], [OH-], O, O, O=C(O)CC(O)(CC(=O)O)C(=O)O. Yields the product CC(CO[Si](C)(C)C(C)(C)C)Oc1cc(OCc2ccccc2)cc(C(=O)O)c1. Reaction SMILES: [CH2:48]1[O:49][CH2:50][CH2:51][CH2:52]1.[CH3:1][C:2]([CH3:3])([CH3:4])[Si:5]([O:6][CH2:7][CH:8]([CH3:9])[O:10][c:11]1[cH:12][c:13]([C:14](=[O:15])[O:16][CH3:17])[cH:18][c:19]([O:21][CH2:22][c:23]2[cH:24][cH:25][cH:26][cH:27][cH:28]2)[cH:20]1)([CH3:29])[CH3:30].[Li+:34].[OH-:33].[OH2:31].[OH2:32].[OH:35][C:36]([CH2:37][C:38]([C:39](=[O:40])[OH:41])([CH2:42][C:43](=[O:44])[OH:45])[OH:46])=[O:47]>>[CH3:1][C:2]([CH3:3])([CH3:4])[Si:5]([O:6][CH2:7][CH:8]([CH3:9])[O:10][c:11]1[cH:12][c:13]([C:14](=[O:15])[OH:16])[cH:18][c:19]([O:21][CH2:22][c:23]2[cH:24][cH:25][cH:26][cH:27][cH:28]2)[cH:20]1)([CH3:29])[CH3:30].